Dataset: the Open Reaction Database (ORD), a public repository of structured organic reaction records. Task: describe an organic reaction: reactants, conditions, products, and yield The reactants are FC=1C=C(C(=C(C1)N1C(C=2N(C=3CCCCC3C2)CC1)=O)CO)C=1C=C(C=2N(C1)C=CN2)NC2=NC=C(C=C2)N2CCN(CC2)C (2-(5-Fluoro-2-(hydroxymethyl)-3-(8-(5-(4-methylpiperazin-1-yl)pyridin-2-ylamino)imidazo[1,2-a]pyridin-6-yl)phenyl)-3,4,6,7,8,9-hexahydropyrazino[1,2-a]indol-1(2H)-one), C(C)(=O)OCC1=C(C=C(C=C1N1C(C2=C(CC1)C1=C(S2)CCCC1)=O)F)B1OC(C(O1)(C)C)(C)C (2-(4,4,5,5-Tetramethyl-[1,3,2]dioxaborolan-2-yl)-4-fluoro-6-(1-oxo-3,4,5,6,7,8-hexahydrobenzothieno[2,3-c]pyridin-2(1H)-yl)benzyl Acetate), ClC=1C=C(C=2N(C1)C=CN2)NC2=NC=C(C=C2)N2CCN(CC2)C (6-Chloro-N-(5-(4-methylpiperazin-1-yl)pyridin-2-yl)imidazo[1,2-a]pyridin-8-amine). Yields the product FC=1C=C(C(=C(C1)N1CCC=2C=3CCCCC3SC2C1=O)CO)C=1C=C(C=2N(C1)C=CN2)NC2=NC=C(C=C2)N2CCN(CC2)C (5-[5-Fluoro-2-(hydroxymethyl)-3-{(8-(5-(4-methylpiperazin-1-yl)pyridine-2-ylamino)imidazo[1,2-a]pyridin-6-yl)}phenyl]-8-thia-5-azatricyclo[7.4.0.02,7]trideca-1(9),2(7)-dien-6-one). Yield: 35.0%. Reaction SMILES: [F:1][C:2]1[CH:3]=[C:4]([C:24]2[CH:25]=[C:26]([NH:33][C:34]3[CH:39]=[CH:38][C:37]([N:40]4[CH2:45][CH2:44][N:43]([CH3:46])[CH2:42][CH2:41]4)=[CH:36][N:35]=3)[C:27]3[N:28]([CH:30]=[CH:31][N:32]=3)[CH:29]=2)[C:5]([CH2:22][OH:23])=[C:6]([N:8]2[CH2:20][CH2:19]N3[C:12]4[CH2:13][CH2:14][CH2:15][CH2:16][C:17]=4[CH:18]=[C:10]3[C:9]2=[O:21])[CH:7]=1.C(OCC1C(N2CCC3C4CCCCC=4[S:66]C=3C2=O)=CC(F)=CC=1B1OC(C)(C)C(C)(C)O1)(=O)C.ClC1C=C(NC2C=CC(N3CCN(C)CC3)=CN=2)C2N(C=CN=2)C=1>>[F:1][C:2]1[CH:3]=[C:4]([C:24]2[CH:25]=[C:26]([NH:33][C:34]3[CH:39]=[CH:38][C:37]([N:40]4[CH2:45][CH2:44][N:43]([CH3:46])[CH2:42][CH2:41]4)=[CH:36][N:35]=3)[C:27]3[N:28]([CH:30]=[CH:31][N:32]=3)[CH:29]=2)[C:5]([CH2:22][OH:23])=[C:6]([N:8]2[C:9](=[O:21])[C:10]3[S:66][C:12]4[CH2:13][CH2:14][CH2:15][CH2:16][C:17]=4[C:18]=3[CH2:19][CH2:20]2)[CH:7]=1. Procedure details: Following the procedures as described for compound 101, 103g (499 mg, 1.0 mmol), and 6-chloro-N-(5-(4-methylpiperazin-1-yl)pyridin-2-yl)imidazo[1,2-a]pyridin-8-amine 101b (342 mg, 1.0 mmol) were reacted to give 103 as a white solid (220 mg, 35%). LCMS: [M+H]+ 638. 1H NMR (500 MHz, CDCl3) δ 8.22 (s, 2H), 7.96 (d, J=2.5, 1H), 7.83 (s, 1H), 7.63 (d, J=1.0, 1H), 7.57 (d, J=1.0, 1H), 7.30 (dd, J=3.0, 9.0, 1H), 7.24 (dd, J=2.5, 9.0, 1H), 7.03 (dd, J=3.0, 9.0, 1H), 6.92 (d, J=8.5, 1H), 4.57 (d, J=11.5,... Starting materials: C(C1=CC=CC=C1)C1=NC=2N(C=C(NC2CC2=CC=CC=C2)C2=CC=CC=C2)C1=O (2,8-dibenzyl-6-phenyl-7H-imidazo[1,2-a]pyrazin-3-one), C(C)(C)N(CC)C(C)C (diisopropylethylamine), CI (methyl iodide). Solvent: ClCCl (dichloromethane), CN(C)C=O (DMF). Reaction conditions: time 1 hour. Yields the product C(C1=CC=CC=C1)C=1N=C2N(C=C(N=C2CC2=CC=CC=C2)C2=CC=CC=C2)C1OC (2,8-Dibenzyl-3-methoxy-6-phenyl-imidazo[1,2-a]pyrazine). Yield: 82.2%. As a reaction SMILES: [CH2:1]([C:8]1[C:29](=[O:30])[N:11]2[CH:12]=[C:13]([C:23]3[CH:28]=[CH:27][CH:26]=[CH:25][CH:24]=3)[NH:14][C:15]([CH2:16][C:17]3[CH:22]=[CH:21][CH:20]=[CH:19][CH:18]=3)=[C:10]2[N:9]=1)[C:2]1[CH:7]=[CH:6][CH:5]=[CH:4][CH:3]=1.[CH:31](N(C(C)C)CC)(C)C.CI>CN(C=O)C.ClCCl>[CH2:1]([C:8]1[N:9]=[C:10]2[C:15]([CH2:16][C:17]3[CH:22]=[CH:21][CH:20]=[CH:19][CH:18]=3)=[N:14][C:13]([C:23]3[CH:28]=[CH:27][CH:26]=[CH:25][CH:24]=3)=[CH:12][N:11]2[C:29]=1[O:30][CH3:31])[C:2]1[CH:7]=[CH:6][CH:5]=[CH:4][CH:3]=1. Reported procedure: To a stirred solution of 2,8-dibenzyl-6-phenyl-7H-imidazo[1,2-a]pyrazin-3-one (0.25 g, 0.6 mmol) in dry DMF (10 mL) at ambient temperature under argon was added diisopropylethylamine (1.1 mL, 6.0 mmol) all at once, followed by dropwise addition of methyl iodide (0.4 mL, 6.0 mmol). After stirring for 1 h the reaction was complete by TLC analysis. The reaction mixture was diluted with dichloromethane (75 mL) and washed twice with water. The organic extracts were dried over anhydrous sodium sulfate... Reactants: CN(C=C(C(C)=O)C1=NC(=NC=C1)SC)C (4-Dimethylamino-3-(2-methylsulfanyl-pyrimidin-4-yl)-but-3-en-2-one), C(=O)([O-])[O-].[K+].[K+] (K2CO3), Cl.NC(=N)N (Guanidine HCl). The solvent is CN(C)C=O (DMF). Conditions: temperature 120 celsius, time 1 hour. Yields the product CC1=NC(=NC=C1C1=NC(=NC=C1)SC)N (4′-Methyl-2-methylsulfanyl-[4,5′]bipyrimidinyl-2′-ylamine). Isolated yield 79.7%. As a reaction SMILES: CN(C)[CH:3]=[C:4]([C:8]1[CH:13]=[CH:12][N:11]=[C:10]([S:14][CH3:15])[N:9]=1)[C:5](=O)[CH3:6].C([O-])([O-])=O.[K+].[K+].Cl.[NH2:24][C:25]([NH2:27])=[NH:26]>CN(C=O)C>[CH3:6][C:5]1[C:4]([C:8]2[CH:13]=[CH:12][N:11]=[C:10]([S:14][CH3:15])[N:9]=2)=[CH:3][N:24]=[C:25]([NH2:27])[N:26]=1 |f:1.2.3,4.5|. Procedure details: To a solution of 4-Dimethylamino-3-(2-methylsulfanyl-pyrimidin-4-yl)-but-3-en-2-one (18) (1.02 g, 4.30 mmol) in DMF (14 mL) was added K2CO3 (1.782 g, 12.89 mmol) and Guanidine HCl (0.616 g, 6.45 mmol) and the resulting suspension was stirred at 120° C. for 1 hour. The DMF was evaporated and the crude residue partitioned between water and ethyl acetate. The organic layer was washed with water and brine, dried with sodium sulfate, and concentrated. The crude residue was purified by flash chromatog... The product is CCC(C)c1ccccc1OC(=O)Cl. RXN SMILES: [CH:5]([CH3:6])([CH2:7][CH3:8])[c:9]1[c:10]([OH:15])[cH:11][cH:12][cH:13][cH:14]1.[Cl:1][C:2]([Cl:3])=[O:4]>>[C:2]([Cl:3])(=[O:4])[O:15][c:10]1[c:9]([CH:5]([CH3:6])[CH2:7][CH3:8])[cH:14][cH:13][cH:12][cH:11]1. Reactants: CCC(C)c1ccccc1O, O=C(Cl)Cl. Starting materials: N=1NC(C=CC1)=O (pyridazinone), [H-].[Na+] (sodium hydride), Cl.ClCC=1C=NC=CC1 (3-(chloromethyl)pyridine hydrochloride), ClC=1C=CC(NN1)=O (6-chloro-2H-pyridazine-3-one), [H-].[Na+] (sodium hydride), [Cl-].[NH4+] (ammonium chloride). RXN SMILES: [Cl:1][C:2]1[CH:3]=[CH:4][C:5](=[O:8])[NH:6][N:7]=1.[H-].[Na+].Cl.Cl[CH2:13][C:14]1[CH:15]=[N:16][CH:17]=[CH:18][CH:19]=1.N1NC(=O)C=CC=1.[Cl-].[NH4+]>CN(C=O)C>[Cl:1][C:2]1[CH:3]=[CH:4][C:5](=[O:8])[N:6]([CH2:13][C:14]2[CH:15]=[N:16][CH:17]=[CH:18][CH:19]=2)[N:7]=1 |f:1.2,3.4,6.7|. Run at temperature 50 celsius, time 18 hour. Reported procedure: 6-chloro-2H-pyridazine-3-one (1.00 g) was dissolved in DMF (76 mL). To this solution, 60% sodium hydride (370 mg) was added at room temperature in an argon atmosphere and the mixture was vigorously stirred at 50° C. Meanwhile, 60% sodium hydride (370 mg) was added to a solution of 3-(chloromethyl)pyridine hydrochloride (1.51 g) in DMF at −40° C. in an argon atmosphere and the solution was allowed to warm to room temperature. Using a cannula, this solution was poured into the pyridazinone solutio... Run in CN(C)C=O (DMF), CN(C)C=O (DMF). Isolated yield 76.6%. The product is ClC=1C=CC(N(N1)CC=1C=NC=CC1)=O (6-chloro-2-(pyridine-3-ylmethyl)-2H-pyridazine-3-one). The reactants are O[C@H]1CO[C@H]2[C@@H]1N(C[C@@H]2OS(=O)(=O)C2=CC=C(C)C=C2)C(=O)OC(C)(C)C ((3R, 3aR, 6S, 6aS)-tert-Butyl 3-hydroxy-6-(tosyloxy)tetrahydro-2H-furo[3,2-b]pyrrole-4(5H)carboxylate), [H][H] (hydrogen). The reagents and catalysts are [Pd] (palladium on charcoal). Solvent: C(C)O (Ethanol). Run at time 1.5 hour. The product is CC1=CC=C(C=C1)S(=O)(=O)O[C@@H]1[C@@H]2[C@H](NC1)[C@H](CO2)O ((3R, 3aR, 6S, 6aS)-3-hydroxyhexahydro-2H-furo[3,2-b]pyrrol-6-yl 4-methylbenzenesulfonate). As a reaction SMILES: [OH:1][C@@H:2]1[C@H:6]2[N:7](C(OC(C)(C)C)=O)[CH2:8][C@H:9]([O:10][S:11]([C:14]3[CH:20]=[CH:19][C:17]([CH3:18])=[CH:16][CH:15]=3)(=[O:13])=[O:12])[C@H:5]2[O:4][CH2:3]1.[H][H]>[Pd].C(O)C>[CH3:18][C:17]1[CH:19]=[CH:20][C:14]([S:11]([O:10][C@H:9]2[CH2:8][NH:7][C@@H:6]3[C@@H:2]([OH:1])[CH2:3][O:4][C@H:5]23)(=[O:13])=[O:12])=[CH:15][CH:16]=1. Reported procedure: Preparation (3R, 3aR, 6S, 6aS)-tert-Butyl 3-hydroxy-6-(tosyloxy)tetrahydro-2H-furo[3,2-b]pyrrole-4(5H)carboxylate (35). Ethanol (20 mL) was added dropwise to a mixture of 10% palladium on charcoal (50 mg) and anti-(33) (578 mg, 1.33 mmol) under an atmosphere of argon. The argon was replaced by hydrogen then the suspension was stirred for 1.5 hours before filtering the mixture through celite in vacuo. The filter cake was washed with ethanol then the solvents removed in vacuo from the filtrate to ... The reactants are O=C(NC1(C(=O)NC2CCc3ccccc3-n3ccnc32)CC1)c1ccc(OCc2ccccc2)cc1, CCO. Product: O=C(NC1(C(=O)NC2CCc3ccccc3-n3ccnc32)CC1)c1ccc(O)cc1. As a reaction SMILES: [CH2:1]([c:2]1[cH:3][cH:4][cH:5][cH:6][cH:7]1)[O:8][c:9]1[cH:10][cH:11][c:12]([C:13](=[O:14])[NH:15][C:16]2([C:19]([NH:20][CH:21]3[c:22]4[n:23]([cH:32][cH:33][n:34]4)-[c:24]4[c:25]([cH:28][cH:29][cH:30][cH:31]4)[CH2:26][CH2:27]3)=[O:35])[CH2:17][CH2:18]2)[cH:36][cH:37]1.[CH3:38][CH2:39][OH:40]>>[OH:8][c:9]1[cH:10][cH:11][c:12]([C:13](=[O:14])[NH:15][C:16]2([C:19]([NH:20][CH:21]3[c:22]4[n:23]([cH:32][cH:33][n:34]4)-[c:24]4[c:25]([cH:28][cH:29][cH:30][cH:31]4)[CH2:26][CH2:27]3)=[O:35])[CH2:17][CH2:18]2)[cH:36][cH:37]1.